Dataset: the Open Reaction Database (ORD), a public repository of structured organic reaction records. Task: describe an organic reaction: reactants, conditions, products, and yield Reactants: OC(CN1CCNCC1)CO (1-(2,3-dihydroxypropyl)piperazine), COC(=O)C1=NC=CN=C1Cl (3-chloropyrazine-2-carboxylic acid methyl ester). The solvent is O1CCOCC1 (dioxane). Product: Cl.Cl.COC(=O)C1=NC=CN=C1N1CCN(CC1)CC(CO)O (3-[4-(2,3-dihydroxypropyl)piperazin-1-yl]pyrazine-2-carboxylic acid methyl ester dihydrochloride). Reaction SMILES: [OH:1][CH:2]([CH2:10][OH:11])[CH2:3][N:4]1[CH2:9][CH2:8][NH:7][CH2:6][CH2:5]1.[CH3:12][O:13][C:14]([C:16]1[C:21]([Cl:22])=[N:20][CH:19]=[CH:18][N:17]=1)=[O:15]>O1CCOCC1>[ClH:22].[ClH:22].[CH3:12][O:13][C:14]([C:16]1[C:21]([N:7]2[CH2:8][CH2:9][N:4]([CH2:3][CH:2]([OH:1])[CH2:10][OH:11])[CH2:5][CH2:6]2)=[N:20][CH:19]=[CH:18][N:17]=1)=[O:15] |f:3.4.5|. Reported procedure: Grams 20.5 of 1-(2,3-dihydroxypropyl)piperazine and 11 g of 3-chloropyrazine-2-carboxylic acid methyl ester in 100 ml dioxane were refluxed for one hour. The reaction mixture was cooled and settled, the solvent evaporated and the obtained residue dissolved in concentrated hydrochloric acid and the solution diluted with isopropanol until incipient precipitation. After resting, 12.7 g of 3-[4-(2,3-dihydroxypropyl)piperazin-1-yl]pyrazine-2-carboxylic acid methyl ester dihydrochloride melting at 195... The reactants are O=Cc1cc(C(F)(F)F)ccc1Cl, Fc1ccccc1S, [Na+], [OH-], O. The product is O=Cc1cc(C(F)(F)F)ccc1Sc1ccccc1F. RXN SMILES: [Cl:11][c:12]1[c:13]([CH:14]=[O:15])[cH:16][c:17]([C:20]([F:21])([F:22])[F:23])[cH:18][cH:19]1.[F:1][c:2]1[c:3]([SH:8])[cH:4][cH:5][cH:6][cH:7]1.[Na+:10].[OH-:9].[OH2:24]>>[F:1][c:2]1[c:3]([S:8][c:12]2[c:13]([CH:14]=[O:15])[cH:16][c:17]([C:20]([F:21])([F:22])[F:23])[cH:18][cH:19]2)[cH:4][cH:5][cH:6][cH:7]1. Starting materials: C(CCCCCCCCCCC)(=O)O[C@@H]1[C@H](OC(CCCCCCCCCCC)=O)[C@@H](OC(CCCCCCCCCCC)=O)[C@@H](OC(CCCCCCCCCCC)=O)[C@H](O1)COC(CCCCCCCCCCC)=O (1,2,3,4,6-Penta-O-lauroyl-α-D-galactopyranose), C(C)(=S)O (thioacetic acid), FC(S(=O)(=O)O[Si](C)(C)C)(F)F (trimethylsilyl trifluoromethanesulfonate). The solvent is ClCCl (dichloromethane), ClCCl (dichloromethane). Reaction conditions: time 20 hour. The product is C(C)(=O)S[C@@H]1[C@H](OC(CCCCCCCCCCC)=O)[C@@H](OC(CCCCCCCCCCC)=O)[C@@H](OC(CCCCCCCCCCC)=O)[C@H](O1)COC(CCCCCCCCCCC)=O (1-S-acetyl-2,3,4,6tetra-O-lauroyl-1-thio-α-D-galactopyranose). The yield is 7.2%. Reaction SMILES: C(O[C@H:15]1[O:62][C@H:61]([CH2:63][O:64][C:65](=[O:77])[CH2:66][CH2:67][CH2:68][CH2:69][CH2:70][CH2:71][CH2:72][CH2:73][CH2:74][CH2:75][CH3:76])[C@H:46]([O:47][C:48](=[O:60])[CH2:49][CH2:50][CH2:51][CH2:52][CH2:53][CH2:54][CH2:55][CH2:56][CH2:57][CH2:58][CH3:59])[C@H:31]([O:32][C:33](=[O:45])[CH2:34][CH2:35][CH2:36][CH2:37][CH2:38][CH2:39][CH2:40][CH2:41][CH2:42][CH2:43][CH3:44])[C@H:16]1[O:17][C:18](=[O:30])[CH2:19][CH2:20][CH2:21][CH2:22][CH2:23][CH2:24][CH2:25][CH2:26][CH2:27][CH2:28][CH3:29])(=O)CCCCCCCCCCC.[C:78]([OH:81])(=[S:80])[CH3:79].FC(F)(F)S(O[Si](C)(C)C)(=O)=O>ClCCl>[C:78]([S:80][C@H:15]1[O:62][C@H:61]([CH2:63][O:64][C:65](=[O:77])[CH2:66][CH2:67][CH2:68][CH2:69][CH2:70][CH2:71][CH2:72][CH2:73][CH2:74][CH2:75][CH3:76])[C@H:46]([O:47][C:48](=[O:60])[CH2:49][CH2:50][CH2:51][CH2:52][CH2:53][CH2:54][CH2:55][CH2:56][CH2:57][CH2:58][CH3:59])[C@H:31]([O:32][C:33](=[O:45])[CH2:34][CH2:35][CH2:36][CH2:37][CH2:38][CH2:39][CH2:40][CH2:41][CH2:42][CH2:43][CH3:44])[C@H:16]1[O:17][C:18](=[O:30])[CH2:19][CH2:20][CH2:21][CH2:22][CH2:23][CH2:24][CH2:25][CH2:26][CH2:27][CH2:28][CH3:29])(=[O:81])[CH3:79]. Procedure details: To compound 1 (25.0 g, 22.9 mmol) and thioacetic acid (8.5 mL, 114.5 mmol) in dry dichloromethane (100 mL) under argon, was added trimethylsilyl trifluoromethanesulfonate (5.6 mL, 45.8 mmol) at room temperature. After 20 h, the mixture was diluted with dichloromethane (600 mL), washed with saturated sodium hydrogen carbonate (250 mL) and water (2×200 mL), dried with Na2SO4 and concentrated. The residue was purified by column chromatography three times (SiO2, pentane/EtOAc 20:1, 30:1, 40:1) to gi... Reactants: CC(C)(C)OC(=O)N1CCc2nc(C=O)oc2C1, CO, N#C[Na]. The product is COC(=O)c1nc2c(o1)CN(C(=O)OC(C)(C)C)CC2. Reaction SMILES: [C:4]([CH3:5])([CH3:6])([CH3:7])[O:8][C:9](=[O:10])[N:11]1[CH2:12][c:13]2[c:14]([n:17][c:18]([CH:20]=[O:21])[o:19]2)[CH2:15][CH2:16]1.[CH3:22][OH:23].[Na:1][C:2]#[N:3]>>[C:4]([CH3:5])([CH3:6])([CH3:7])[O:8][C:9](=[O:10])[N:11]1[CH2:12][c:13]2[c:14]([n:17][c:18]([C:20](=[O:21])[O:23][CH3:22])[o:19]2)[CH2:15][CH2:16]1. Solvent: C(C)(=O)OCC.CCCCCC (ethyl acetate hexane), CS(=O)C (DMSO). Reactants: C1(=CC=C(C=C1)S(=O)(=O)OC[C@H]1COC=2C(=C3CC(NC3=CC2)=O)O1)C ((R)-2-(Toluene-4-sulfonyloxymethyl)-2,3,8,9-tetrahydro-7H-1,4-dioxino[2,3-e]indol-8-one), S1N=C(C2=C1C=CC=C2)N2CCNCC2 (1-(1,2-benzisothiazol-3-yl)piperazine). RXN SMILES: C1(C)C=CC(S(O[CH2:11][C@@H:12]2[O:25][C:16]3=[C:17]4[C:21](=[CH:22][CH:23]=[C:15]3[O:14][CH2:13]2)[NH:20][C:19](=[O:24])[CH2:18]4)(=O)=O)=CC=1.[S:27]1[C:31]2[CH:32]=[CH:33][CH:34]=[CH:35][C:30]=2[C:29]([N:36]2[CH2:41][CH2:40][NH:39][CH2:38][CH2:37]2)=[N:28]1>CS(C)=O.C(OCC)(=O)C.CCCCCC>[S:27]1[C:31]2[CH:32]=[CH:33][CH:34]=[CH:35][C:30]=2[C:29]([N:36]2[CH2:37][CH2:38][N:39]([CH2:11][CH:12]3[O:25][C:16]4=[C:17]5[C:21](=[CH:22][CH:23]=[C:15]4[O:14][CH2:13]3)[NH:20][C:19](=[O:24])[CH2:18]5)[CH2:40][CH2:41]2)=[N:28]1 |f:3.4|. Yields the product S1N=C(C2=C1C=CC=C2)N2CCN(CC2)CC2COC=1C(=C3CC(NC3=CC1)=O)O2 (2-[4-(1,2-Benzisothiazol-3-yl)-1-piperazinylmethyl)-2,3,8,9-tetrahydro-7H-1,4-dioxino[2,3-e]indol-8-one). Procedure details: (R)-2-(Toluene-4-sulfonyloxymethyl)-2,3,8,9-tetrahydro-7H-1,4-dioxino[2,3-e]indol-8-one (1.0 g, 2.7 mmole) and 1-(1,2-benzisothiazol-3-yl)piperazine (2.2 g, 10 mmole) are combined in 30 ml of dry DMSO and heated at 80°-90° C. for 4 hours under an argon atmosphere. After cooling to room temperature, the mixture is diluted with 500 ml of 1:1 ethyl acetate/hexane and washed with 250 ml of saturated aqueous sodium bicarbonate and with two 250 ml portions of water, dried over sodium sulfate, filtered... Starting materials: CO (methanol), CC1=CC=C(O1)CC(C)O (5-methyl-2-(2-hydroxy-propyl)furan), ClCl (chlorine). Solvent: O (water). Conditions: temperature -15 celsius. Yields the product CC1=CC(C(=C(O1)CC)O)=O (6-methyl-2-ethyl-3-hydroxy-4H-pyran-4-one). Isolated yield 30.0%. As a reaction SMILES: C[OH:2].[CH3:3][C:4]1[O:8][C:7]([CH2:9][CH:10]([OH:12])[CH3:11])=[CH:6][CH:5]=1.ClCl>O>[CH3:11][C:10]1[O:12][C:5]([CH2:4][CH3:3])=[C:6]([OH:2])[C:7](=[O:8])[CH:9]=1. Procedure: In a three necked round bottom flask were combined 28 ml of methanol and 38 ml of water. The solution was cooled to -15° C. and 0.166 mole of 5-methyl-2-(2-hydroxy-propyl)furan (J. Org. Chem., 26, 1673, 1960) and 0.416 mole of chlorine were added simultaneously. During the addition, the reaction was maintained between -16° and -8° C. When addition was completed, the solution was warmed to 80° C. and refluxed for about 3 hours. Upon cooling to room temperature, the pH was adjusted to 2.1 and extr...